Dataset: the Open Reaction Database (ORD), a public repository of structured organic reaction records. Task: describe an organic reaction: reactants, conditions, products, and yield Reactants: C(CC(=O)C)(=O)OCC (ethyl acetoacetate), C1(=CC=CC2=CC=CC=C12)N1CCN(CC1)CCCl (1-(1-naphthyl)-4-(2-chloroethyl)-piperazine). Product: Cl.C(C)(=O)C(C(=O)OCC)CCN1CCN(CC1)C1=CC=CC2=CC=CC=C12 (Ethyl 2-acetyl-4-[4-(1-naphthyl)piperazino]butyrate hydrochloride). RXN SMILES: [C:1]([O:7][CH2:8][CH3:9])(=[O:6])[CH2:2][C:3]([CH3:5])=[O:4].[C:10]1([N:20]2[CH2:25][CH2:24][N:23]([CH2:26][CH2:27][Cl:28])[CH2:22][CH2:21]2)[C:19]2[C:14](=[CH:15][CH:16]=[CH:17][CH:18]=2)[CH:13]=[CH:12][CH:11]=1>>[ClH:28].[C:3]([CH:2]([CH2:27][CH2:26][N:23]1[CH2:24][CH2:25][N:20]([C:10]2[C:19]3[C:14](=[CH:15][CH:16]=[CH:17][CH:18]=3)[CH:13]=[CH:12][CH:11]=2)[CH2:21][CH2:22]1)[C:1]([O:7][CH2:8][CH3:9])=[O:6])(=[O:4])[CH3:5] |f:2.3|. Procedure: This compound was prepared according to the process described in Example 10, Stage C, from ethyl acetoacetate and 1-(1-naphthyl)-4-(2-chloroethyl)-piperazine. The product is COc1c(NCCNc2ccc(C(=O)O)cn2)c(F)c(N)c2c(=O)c(C(=O)O)cn(C3CC3)c12. Reaction SMILES: [CH3:39][OH:40].[Cl-:37].[Cl-:44].[NH2:1][c:2]1[c:3]2[c:4](=[O:36])[c:5]([C:33](=[O:34])[OH:35])[cH:6][n:7]([CH:30]3[CH2:31][CH2:32]3)[c:8]2[c:9]([O:28][CH3:29])[c:10]([NH:13][CH2:14][CH2:15][NH:16][c:17]2[n:18][cH:19][c:20]([C:23](=[O:24])[O:25][CH2:26][CH3:27])[cH:21][cH:22]2)[c:11]1[F:12].[NH4+:45].[Na+:38].[Na+:42].[OH-:41].[OH2:43]>>[NH2:1][c:2]1[c:3]2[c:4](=[O:36])[c:5]([C:33](=[O:34])[OH:35])[cH:6][n:7]([CH:30]3[CH2:31][CH2:32]3)[c:8]2[c:9]([O:28][CH3:29])[c:10]([NH:13][CH2:14][CH2:15][NH:16][c:17]2[n:18][cH:19][c:20]([C:23](=[O:24])[OH:25])[cH:21][cH:22]2)[c:11]1[F:12]. Starting materials: CO, [Cl-], [Cl-], CCOC(=O)c1ccc(NCCNc2c(F)c(N)c3c(=O)c(C(=O)O)cn(C4CC4)c3c2OC)nc1, [NH4+], [Na+], [Na+], [OH-], O. The reactants are [N-]=[N+]=[N-].[Na+] (sodium azide), BrCCCN(C1=CC(=CC=C1)OC)C (N-(3-bromopropyl)-3-methoxy-N-methylaniline), compound 16. Run in CN(C)C=O (DMF). Conditions: temperature 70 celsius, time 16 hour. Product: N(=[N+]=[N-])CCCN(C1=CC(=CC=C1)OC)C (N-(3-azidopropyl)-3-methoxy-N-methylaniline). As a reaction SMILES: Br[CH2:2][CH2:3][CH2:4][N:5]([CH3:14])[C:6]1[CH:11]=[CH:10][CH:9]=[C:8]([O:12][CH3:13])[CH:7]=1.[N-:15]=[N+:16]=[N-:17].[Na+]>CN(C=O)C>[N:15]([CH2:2][CH2:3][CH2:4][N:5]([CH3:14])[C:6]1[CH:11]=[CH:10][CH:9]=[C:8]([O:12][CH3:13])[CH:7]=1)=[N+:16]=[N-:17] |f:1.2|. Reported procedure: Compound 15 (0.5 g, 1.94 mmol) was dissolved in anhydrous DMF (20 mL) and sodium azide (1.26 g, 19.43 mmol) was added, followed by stirring of the reaction mixture at 70° C. for 16 hours. The remaining procedure was followed as described for compound 16 to obtain compound 17. Yield: 0.340 g (80%). 1H NMR (500 MHz, CDCl3): δ 1.86 (tt, 2H, J=6.5, 13.5 Hz, Hc), 2.93 (s, 3H, NCH3, Ha), 3.36 (t, 2H, J=6.5 Hz, Hd), 3.40 (t, 2H, J=7.5 Hz, Hb), 3.79 (s, 3H, OMe), 6.20-6.25 (m, 1H, Hi), 6.26-6.30 (m, 1H,... Starting materials: O=C1C(CN(CC1)C(=O)OC(C)(C)C)C(=O)OC (1-tert-butyl 3-methyl 4-oxo-1,3-piperidinedicarboxylate), [BH4-].[Na+] (NaBH4). The solvent is CO (methanol). Conditions: time 8 hour. Product: OC1C(CN(CC1)C(=O)OC(C)(C)C)C(=O)OC (1-tert-butyl 3-methyl 4-hydroxy-1,3-piperidinedicarboxylate). The yield is 90.0%. RXN SMILES: [O:1]=[C:2]1[CH2:7][CH2:6][N:5]([C:8]([O:10][C:11]([CH3:14])([CH3:13])[CH3:12])=[O:9])[CH2:4][CH:3]1[C:15]([O:17][CH3:18])=[O:16].[BH4-].[Na+]>CO>[OH:1][CH:2]1[CH2:7][CH2:6][N:5]([C:8]([O:10][C:11]([CH3:12])([CH3:13])[CH3:14])=[O:9])[CH2:4][CH:3]1[C:15]([O:17][CH3:18])=[O:16] |f:1.2|. Procedure details: To a cold (0° C.) solution of 1-tert-butyl 3-methyl 4-oxo-1,3-piperidinedicarboxylate (134.0 g, 520.8 mmol) in methanol (800 mL) was added NaBH4 (9.85 g, 260.4 mmol) portionwise. The resulting mixture was stirred overnight to be allowed to warm to room temperature. The solvent was removed under reduced pressure, the residue was dissolved into ethyl acetate, washed with brine, dried over MgSO4, filterd, and concentrated under reduced pressure to give 1-tert-butyl 3-methyl 4-hydroxy-1,3-piperidine... Reactants: CC(C)NC(=O)n1nc(NCC(=O)NC2CNC2)c2cc(C(F)(F)F)ccc21, O=C1CCC(c2ccccc2)CC1. Yields the product CC(C)NC(=O)n1nc(NCC(=O)NC2CN(C3CCC(c4ccccc4)CC3)C2)c2cc(C(F)(F)F)ccc21. As a reaction SMILES: [CH:1]([CH3:2])([CH3:3])[NH:4][C:5](=[O:6])[n:7]1[n:8][c:9]([NH:20][CH2:21][C:22]([NH:23][CH:24]2[CH2:25][NH:26][CH2:27]2)=[O:28])[c:10]2[cH:11][c:12]([C:16]([F:17])([F:18])[F:19])[cH:13][cH:14][c:15]12.[c:29]1([CH:35]2[CH2:36][CH2:37][C:38](=[O:41])[CH2:39][CH2:40]2)[cH:30][cH:31][cH:32][cH:33][cH:34]1>>[CH:1]([CH3:2])([CH3:3])[NH:4][C:5](=[O:6])[n:7]1[n:8][c:9]([NH:20][CH2:21][C:22]([NH:23][CH:24]2[CH2:25][N:26]([CH:38]3[CH2:37][CH2:36][CH:35]([c:29]4[cH:30][cH:31][cH:32][cH:33][cH:34]4)[CH2:40][CH2:39]3)[CH2:27]2)=[O:28])[c:10]2[cH:11][c:12]([C:16]([F:17])([F:18])[F:19])[cH:13][cH:14][c:15]12. Reaction SMILES: C(=O)([O:7][C:8]1[CH:13]=[CH:12][C:11]([C:14]([CH3:17])([CH3:16])[CH3:15])=[C:10]([O:18][CH2:19][CH:20]2[CH2:22][CH2:21]2)[CH:9]=1)OC(C)(C)C>O1CCOCC1>[C:14]([C:11]1[CH:12]=[CH:13][C:8]([OH:7])=[CH:9][C:10]=1[O:18][CH2:19][CH:20]1[CH2:21][CH2:22]1)([CH3:17])([CH3:15])[CH3:16]. Procedure: To a dioxane (10 mL) solution of tert-butyl 4-tert-butyl-3-(cyclopropylmethoxy)phenyl carbonate. (1.42 g, 4.43 mmol) was added 2M hydrochrolic acid (12 ml) at ambient temperature. The stirred mixture was refluxed for 18 hours. The reaction mixture was then quenched with saturated aqueous solution of sodium bicarbonate and then crude products were extracted with ethyl acetate. The organic layer was then washed with brine, dried over sodium sulfate. After filtration to separate solvent and sodium ... Yield: 46.0%. Yields the product C(C)(C)(C)C1=C(C=C(C=C1)O)OCC1CC1 (4-tert-Butyl-3-(cyclopropylmethoxy)phenol). Solvent: O1CCOCC1 (dioxane). The reactants are C(OC(C)(C)C)(OC1=CC(=C(C=C1)C(C)(C)C)OCC1CC1)=O (tert-butyl 4-tert-butyl-3-(cyclopropylmethoxy)phenyl carbonate), hydrochrolic acid. The reactants are CCON, CC(=O)[O-], CCO, CCOC=C(C(=O)c1ccc(C(F)(F)F)cc1S(C)(=O)=O)C(=O)C1CC1, Cl, [Na+], O. The product is CCON=CC(C(=O)c1ccc(C(F)(F)F)cc1S(C)(=O)=O)C(=O)C1CC1. Reaction SMILES: [CH2:28]([CH3:29])[O:30][NH2:31].[CH3:33][C:34](=[O:35])[O-:36].[CH3:38][CH2:39][OH:40].[CH:1]1([C:4]([C:5]([C:6](=[O:7])[c:8]2[c:9]([S:18](=[O:19])(=[O:20])[CH3:21])[cH:10][c:11]([C:14]([F:15])([F:16])[F:17])[cH:12][cH:13]2)=[CH:22][O:23][CH2:24][CH3:25])=[O:26])[CH2:2][CH2:3]1.[ClH:27].[Na+:32].[OH2:37]>>[CH:1]1([C:4]([CH:5]([C:6](=[O:7])[c:8]2[c:9]([S:18](=[O:19])(=[O:20])[CH3:21])[cH:10][c:11]([C:14]([F:15])([F:16])[F:17])[cH:12][cH:13]2)[CH:22]=[N:31][O:30][CH2:28][CH3:29])=[O:26])[CH2:2][CH2:3]1. The reactants are ClC1=CC=C2NC=3CC(CC(C3C(C2=C1)=O)=O)C1=CC=C(C=C1)C(F)(F)F (7-chloro3-[4-(trifluoromethyl)phenyl]-3,4-dihydro-1,9(2H,10H)acridinedione), CN(CCCN)C (N,N-dimethyl-1,3-propanediamine). Product: ClC1=CC=C2NC=3CC(CC(C3C(C2=C1)=O)=NCCCN(C)C)C1=CC=C(C=C1)C(F)(F)F (7-chloro-1-[[3-(dimethylamino)propyl]imino]-1,3,4,10-tetrahydro-3-[4-(trifluoromethyl)phenyl]-9(2H)-acridinone). RXN SMILES: [Cl:1][C:2]1[CH:15]=[C:14]2[C:5]([NH:6][C:7]3[CH2:8][CH:9]([C:18]4[CH:23]=[CH:22][C:21]([C:24]([F:27])([F:26])[F:25])=[CH:20][CH:19]=4)[CH2:10][C:11](=O)[C:12]=3[C:13]2=[O:16])=[CH:4][CH:3]=1.[CH3:28][N:29]([CH3:34])[CH2:30][CH2:31][CH2:32][NH2:33]>>[Cl:1][C:2]1[CH:15]=[C:14]2[C:5]([NH:6][C:7]3[CH2:8][CH:9]([C:18]4[CH:19]=[CH:20][C:21]([C:24]([F:26])([F:27])[F:25])=[CH:22][CH:23]=4)[CH2:10][C:11](=[N:33][CH2:32][CH2:31][CH2:30][N:29]([CH3:34])[CH3:28])[C:12]=3[C:13]2=[O:16])=[CH:4][CH:3]=1. Procedure details: By following the above procedure and using 7-chloro3-[4-(trifluoromethyl)phenyl]-3,4-dihydro-1,9(2H,10H)acridinedione instead of 7-chloro-3-(3,4-dichlorophenyl)-3,4-dihydro-1,9(2H,10H)-acridinedione and N,N-dimethyl-1,3-propanediamine instead of N,N-diethylenediamine one obtains 7-chloro-1-[[3-(dimethylamino)propyl]imino]-1,3,4,10-tetrahydro-3-[4-(trifluoromethyl)phenyl]-9(2H)-acridinone; mp 211°-213° C. after recrystallization from ethanol.